Dataset: the Open Reaction Database (ORD), a public repository of structured organic reaction records. Task: describe an organic reaction: reactants, conditions, products, and yield Starting materials: C(=O)(OCC)NC=1C=CC2=C(NC3=C(CC2)C=CC=C3)C1 (3-Carbethoxyamino-10,11-dihydro-5H-dibenz[b,f]azepine), BrC(C(=O)Cl)C (2-bromopropionyl chloride), Cl (HCl). Solvent: C1(=CC=CC=C1)C (toluene). Product: C(=O)(OCC)NC=1C=CC2=C(N(C3=C(CC2)C=CC=C3)C(C(C)Br)=O)C1 (3-Carbethoxyamino-5-(α-bromopropionyl)-10,11-dihydro-5H-dibenz[b,f]azepine). Isolated yield 93.5%. As a reaction SMILES: [C:1]([NH:6][C:7]1[CH:8]=[CH:9][C:10]2[CH2:16][CH2:15][C:14]3[CH:17]=[CH:18][CH:19]=[CH:20][C:13]=3[NH:12][C:11]=2[CH:21]=1)([O:3][CH2:4][CH3:5])=[O:2].[Br:22][CH:23]([CH3:27])[C:24](Cl)=[O:25].Cl>C1(C)C=CC=CC=1>[C:1]([NH:6][C:7]1[CH:8]=[CH:9][C:10]2[CH2:16][CH2:15][C:14]3[CH:17]=[CH:18][CH:19]=[CH:20][C:13]=3[N:12]([C:24](=[O:25])[CH:23]([Br:22])[CH3:27])[C:11]=2[CH:21]=1)([O:3][CH2:4][CH3:5])=[O:2]. Procedure: The starting material can be synthesized as follows. 3-Carbethoxyamino-10,11-dihydro-5H-dibenz[b,f]azepine (28.2 g, 0.1 moles) is mixed with 300 ml toluene and 20 g (0.11 moles) of 2-bromopropionyl chloride and stirred for 4 hours on a boiling water bath, while HCl gas is escaping. The mixture is allowed to cool to room temperature and filtered and the filtrate is evaporated to dryness under reduced pressure. Upon addition of diethyl ether, the residue crystallizes, after temporarily going into ...